From a dataset of the Open Reaction Database (ORD), a public repository of structured organic reaction records. describe an organic reaction: reactants, conditions, products, and yield Reactants: COC(=O)C1C(CCC(C1)(C1=CC=CC=C1)C#N)=O (5-cyano-2-oxo-5-phenyl cyclohexane carboxylic acid methyl ester), C(C)(=O)O (acetic acid). Run in S(O)(O)(=O)=O (sulphuric acid), O (water). Yields the product O=C1CCC(CC1)(C#N)C1=CC=CC=C1 (4-oxo-1-phenyl-cyclohexane carbonitrile). RXN SMILES: COC([CH:5]1[CH2:10][C:9]([C:17]#[N:18])([C:11]2[CH:16]=[CH:15][CH:14]=[CH:13][CH:12]=2)[CH2:8][CH2:7][C:6]1=[O:19])=O.C(O)(=O)C>S(=O)(=O)(O)O.O>[O:19]=[C:6]1[CH2:7][CH2:8][C:9]([C:11]2[CH:12]=[CH:13][CH:14]=[CH:15][CH:16]=2)([C:17]#[N:18])[CH2:10][CH2:5]1. Procedure details: 5-cyano-2-oxo-5-phenyl cyclohexane carboxylic acid methyl ester (16.1 g, 63 mmol) was dissolved in 10% sulphuric acid (218 mL) and conc. acetic acid (502 mL) and stirred for 21 h at 100° C. For work up the batch was carefully diluted with water (400 mL) with ice cooling, extracted with ethyl acetate (3×100 mL), the organic phase washed thoroughly with water (6×100 mL), saturated NaHCO3 solution (10×100 mL) and saturated NaCl solution (1×100 mL). After drying with Na2SO4 the solvent was distilled... The reactants are ClC1=C(OC(C(=O)OC)C)C=C(C(=C1)Cl)N1N=C(N(C1=O)C(F)F)C (methyl 2-[2,4-dichloro-5-(4-difluoromethyl-4,5-dihydro-3-methyl-5-oxo-1H-1,2,4-triazol-1-yl)phenoxy]propionate), ClC1=C(OC(C(=O)OC)C)C=C(C(=C1)Cl)N1N=C(N(C1=O)C(F)F)C (methyl 2-[2,4-dichloro-5-(4-difluoromethyl-4,5-dihydro-3-methyl-5-oxo-1H-1,2,4-triazol-1-yl)phenoxy]propionate), C[O-].[Na+] (sodium methoxide), C(C=C)O (2-propen-1-ol). The solvent is C(C)OCC (diethyl ether). Yields the product ClC1=C(OC(C(=O)OCC=C)C)C=C(C(=C1)Cl)N1N=C(N(C1=O)C(F)F)C (2-propenyl 2-[2,4-dichloro-5-(4-difluoromethyl-4,5-dihydro-3-methyl-5-oxo-1H-1,2,4-triazol-1-yl)phenoxy]propionate). Reaction SMILES: [Cl:1][C:2]1[CH:14]=[C:13]([Cl:15])[C:12]([N:16]2[C:20](=[O:21])[N:19]([CH:22]([F:24])[F:23])[C:18]([CH3:25])=[N:17]2)=[CH:11][C:3]=1[O:4][CH:5]([CH3:10])[C:6]([O:8][CH3:9])=[O:7].C[O-].[Na+].[CH2:29](O)[CH:30]=C>C(OCC)C>[Cl:1][C:2]1[CH:14]=[C:13]([Cl:15])[C:12]([N:16]2[C:20](=[O:21])[N:19]([CH:22]([F:24])[F:23])[C:18]([CH3:25])=[N:17]2)=[CH:11][C:3]=1[O:4][CH:5]([CH3:10])[C:6]([O:8][CH2:9][CH:29]=[CH2:30])=[O:7] |f:1.2|. Procedure: Under a dry nitrogen atmosphere, a stirred solution of 0.5 g (0.0013 mole) of methyl 2-[2,4-dichloro-5-(4-difluoromethyl-4,5-dihydro-3-methyl-5-oxo-1H-1,2,4-triazol-1-yl)phenoxy]propionate (Compound 2) and approximately 0.01 g of sodium methoxide in 30 mL of 2-propen-1-ol was heated at reflux. After approximately 5 mL of methanol was collected in a Dean-Stark trap, the reaction mixture was cooled slightly, and the remaining solvent removed by distillation under reduced pressure leaving a residue... Reactants: ice, BrC=1C=CC(=C(C1)C1OC12C(OC(C2=O)(C)C)C)CC (2-(5-bromo-2-ethylphenyl)-4,6,6-trimethyl-1,5-dioxaspiro[2.4]heptan-7-one), ice. Solvent: ClCCCl (1,2-dichloroethane). Run at temperature 0 celsius, time 1 hour. The product is BrC=1C=CC(=C(C1)C1C(C(OC(C1=O)C)(C)C)=O)CC (4-(5-bromo-2-ethylphenyl)-2,2,6-trimethylpyran-3,5-dione). The yield is 35.3%. RXN SMILES: [Br:1][C:2]1[CH:3]=[CH:4][C:5]([CH2:19][CH3:20])=[C:6]([CH:8]2[C:10]3([C:14](=[O:15])[C:13]([CH3:17])([CH3:16])[O:12][CH:11]3[CH3:18])[O:9]2)[CH:7]=1>ClCCCl>[Br:1][C:2]1[CH:3]=[CH:4][C:5]([CH2:19][CH3:20])=[C:6]([CH:8]2[C:10](=[O:9])[CH:11]([CH3:18])[O:12][C:13]([CH3:17])([CH3:16])[C:14]2=[O:15])[CH:7]=1. Reported procedure: To ice-cold concentrated sulphuric acid (50 ml) is added a solution of crude 2-(5-bromo-2-ethylphenyl)-4,6,6-trimethyl-1,5-dioxaspiro[2.4]heptan-7-one (40 g) in 1,2-dichloroethane (50 ml) over 20 minutes. After further stirring at 0° C. for 1 hour the reaction mixture is carefully poured into ice (500 g), and the two phases separated. The aqueous phase is further extracted with dichloromethane (2×100 ml), then all organic fractions are combined, washed with water, and concentrated under reduced ... Reactants: C(C)OC(COC1=C(C=C(C=C1)Br)C(CBr)=O)=O ([4-bromo-2-(2-bromoacetyl)phenoxy]acetic acid ethyl ester), C(C1=CC=CC=C1)(=O)N (benzamide). The product is BrC1=CC(=C(OCC(=O)O)C=C1)C=1N=C(OC1)C1=CC=CC=C1 ([4-Bromo-2-(2-phenyloxazol-4-yl)phenoxy]acetic acid). RXN SMILES: C([O:3][C:4](=[O:18])[CH2:5][O:6][C:7]1[CH:12]=[CH:11][C:10]([Br:13])=[CH:9][C:8]=1[C:14](=O)[CH2:15]Br)C.[C:19]([NH2:27])(=[O:26])[C:20]1[CH:25]=[CH:24][CH:23]=[CH:22][CH:21]=1>>[Br:13][C:10]1[CH:11]=[CH:12][C:7]([O:6][CH2:5][C:4]([OH:3])=[O:18])=[C:8]([C:14]2[N:27]=[C:19]([C:20]3[CH:25]=[CH:24][CH:23]=[CH:22][CH:21]=3)[O:26][CH:15]=2)[CH:9]=1. Reported procedure: Title compound was prepared from [4-bromo-2-(2-bromoacetyl)phenoxy]acetic acid ethyl ester and benzamide according to GP5 and GP3: LC/MS (an10p8) Rt 2.6 min, m/z 374/376 [M+H]+.